This data is from the Open Reaction Database (ORD), a public repository of structured organic reaction records. The task is: describe an organic reaction: reactants, conditions, products, and yield The reactants are CC(=O)O[BH-](OC(C)=O)OC(C)=O, O=C([O-])O, COc1cccc2c1ccc(=O)n2CC=O, CC(=O)O, ClC(Cl)Cl, ClCCl, [Na+], [Na+], CC(C)(C)OC(=O)N(Cc1ccc2c(c1)OCCO2)C1CCNCC1. Product: COc1cccc2c1ccc(=O)n2CCN1CCC(N(Cc2ccc3c(c2)OCCO3)C(=O)OC(C)(C)C)CC1. As a reaction SMILES: [C:42]([O:43][BH-:44]([O:45][C:46](=[O:47])[CH3:48])[O:49][C:50](=[O:51])[CH3:52])(=[O:53])[CH3:54].[C:56](=[O:57])([O-:58])[OH:59].[CH3:1][O:2][c:3]1[c:4]2[cH:5][cH:6][c:7](=[O:16])[n:8]([CH2:13][CH:14]=[O:15])[c:9]2[cH:10][cH:11][cH:12]1.[CH3:65][C:66](=[O:67])[OH:68].[CH:61]([Cl:62])([Cl:63])[Cl:64].[Cl:69][CH2:70][Cl:71].[Na+:55].[Na+:60].[O:17]1[CH2:18][CH2:19][O:20][c:21]2[c:22]1[cH:23][cH:24][c:25]([CH2:27][N:28]([C:29]([O:30][C:31]([CH3:32])([CH3:33])[CH3:34])=[O:35])[CH:36]1[CH2:37][CH2:38][NH:39][CH2:40][CH2:41]1)[cH:26]2>>[CH3:1][O:2][c:3]1[c:4]2[cH:5][cH:6][c:7](=[O:16])[n:8]([CH2:13][CH2:14][N:39]3[CH2:38][CH2:37][CH:36]([N:28]([CH2:27][c:25]4[cH:24][cH:23][c:22]5[c:21]([cH:26]4)[O:20][CH2:19][CH2:18][O:17]5)[C:29]([O:30][C:31]([CH3:32])([CH3:33])[CH3:34])=[O:35])[CH2:41][CH2:40]3)[c:9]2[cH:10][cH:11][cH:12]1.